This data is from the Open Reaction Database (ORD), a public repository of structured organic reaction records. The task is: describe an organic reaction: reactants, conditions, products, and yield As a reaction SMILES: [C:16]([CH3:17])([CH3:18])([CH3:19])[Si:20]([c:21]1[cH:22][cH:23][cH:24][cH:25][cH:26]1)([c:27]1[cH:28][cH:29][cH:30][cH:31][cH:32]1)[Cl:33].[NH:1]([c:2]1[cH:3][cH:4][cH:5][cH:6][cH:7]1)[CH2:8][CH2:9][OH:10].[O:35]=[CH:36][N:37]([CH3:38])[CH3:39].[OH2:34].[nH:11]1[cH:12][cH:13][n:14][cH:15]1>>[NH:1]([c:2]1[cH:3][cH:4][cH:5][cH:6][cH:7]1)[CH2:8][CH2:9][O:10][Si:20]([C:16]([CH3:17])([CH3:18])[CH3:19])([c:21]1[cH:22][cH:23][cH:24][cH:25][cH:26]1)[c:27]1[cH:28][cH:29][cH:30][cH:31][cH:32]1. Yields the product CC(C)(C)[Si](OCCNc1ccccc1)(c1ccccc1)c1ccccc1. Reactants: CC(C)(C)[Si](Cl)(c1ccccc1)c1ccccc1, OCCNc1ccccc1, CN(C)C=O, O, c1c[nH]cn1. The reactants are Cl.Cl.NC=1C(=C(C=CC1C)C1=CC=C(C=C1)C)N (diaminodimethylbiphenyl dihydrochloride), ferric chloride hexahydrate, CC(=O)C=C (methylvinyl ketone). The reagents and catalysts are [Cl-].[Zn+2].[Cl-] (zinc chloride). The solvent is C(C)O (ethanol). Product: CC1=CC=NC2=C(C=CC(=C12)C)C=1C=CC(=C2C(=CC=NC12)C)C (4,4',5,5'-tetramethyl-8,8'-biquinoline). Yield: 48.1%. As a reaction SMILES: Cl.Cl.N[C:4]1[C:5]([NH2:18])=[C:6]([C:11]2[CH:16]=[CH:15][C:14]([CH3:17])=[CH:13][CH:12]=2)[CH:7]=[CH:8][C:9]=1[CH3:10].[CH3:19][C:20]([CH:22]=[CH2:23])=O>C(O)C.[Cl-].[Zn+2].[Cl-]>[CH3:19][C:20]1[C:4]2[C:5](=[C:6]([C:11]3[CH:16]=[CH:15][C:14]([CH3:17])=[C:13]4[C:12]=3[N:18]=[CH:5][CH:4]=[C:9]4[CH3:8])[CH:7]=[CH:8][C:9]=2[CH3:10])[N:18]=[CH:23][CH:22]=1 |f:0.1.2,5.6.7|. Reported procedure: To a solution of 110 g (0.386 mol) of diaminodimethylbiphenyl dihydrochloride, 418 g (1.55 mol) of ferric chloride hexahydrate, and 10.2 g (0.075 mol) zinc chloride in 500 ml of 95% ethanol heated to 50° C. was added 55.6 g (0.78 mol) of methylvinyl ketone over a 90 minute period. The solution was refluxed for 2 hours then allowed to stand over night. Most of the ethanol was removed at reduced pressure and the residue made basic with 25% sodium hydroxide. The basic solution was evaporated to dry...